Task: describe an organic reaction: reactants, conditions, products, and yield. Dataset: the Open Reaction Database (ORD), a public repository of structured organic reaction records The reactants are [N+](=O)([O-])C=1C=C(C(=O)C2=CC=CC=C2)C=CC1NCCCC (3-nitro-4-n-butylaminobenzophenone), ClC1=C(C=C(C(=O)C2=CC=CC=C2)C=C1)[N+](=O)[O-] (4-chloro-3-nitrobenzophenone), C(CCC)N (n-butylamine), O (water). Solvent: C1(=CC=CC=C1)C (toluene). Conditions: time 4 hour. Product: [N+](=O)([O-])N(C=1C=C(C(=O)C2=CC=CC=C2)C=CC1)CCCC (3-(Nitro-n-butylamino)benzophenone). As a reaction SMILES: Cl[C:2]1[CH:15]=[CH:14][C:5]([C:6]([C:8]2[CH:13]=[CH:12][CH:11]=[CH:10][CH:9]=2)=[O:7])=[CH:4][C:3]=1[N+:16]([O-])=O.[CH2:19](N)[CH2:20][CH2:21][CH3:22].O.[N+:25](C1C=C(C=CC=1NCCCC)C(C1C=CC=CC=1)=O)([O-:27])=[O:26]>C1(C)C=CC=CC=1>[N+:25]([N:16]([CH2:19][CH2:20][CH2:21][CH3:22])[C:3]1[CH:4]=[C:5]([CH:14]=[CH:15][CH:2]=1)[C:6]([C:8]1[CH:9]=[CH:10][CH:11]=[CH:12][CH:13]=1)=[O:7])([O-:27])=[O:26]. Procedure: A mixture of 4-chloro-3-nitrobenzophenone (13.08 g.; 0.05 mole) and n-butylamine (10.97 g.; 0.15 mole) are refluxed and stirred for 4 hours. To the reaction mixture is added water (300 ml.) and toluene (200 ml.) and the toluene layer collected and dried over magnesium sulfate. The toluene solution is filtered and the toluene removed under vacuum to afford 11.4 g. of 3-nitro-4-n-butylaminobenzophenone. Starting materials: O=C(O)c1ccc(Cl)nc1Cl, [Cu]I, N. As a reaction SMILES: [Cl:2][c:3]1[c:4]([C:5](=[O:6])[OH:7])[cH:8][cH:9][c:10]([Cl:12])[n:11]1.[Cu:13][I:14].[NH3:1]>>[NH2:1][c:3]1[c:4]([C:5](=[O:6])[OH:7])[cH:8][cH:9][c:10]([Cl:12])[n:11]1. Yields the product Nc1nc(Cl)ccc1C(=O)O. Starting materials: C1(=CC=CC=C1)N1C(=NC2=C1C=CC=C2)C (1-phenyl-2methylbenzimidazole), [Se](=O)=O (selenium dioxide). Reaction SMILES: [C:1]1([N:7]2[C:11]3[CH:12]=[CH:13][CH:14]=[CH:15][C:10]=3[N:9]=[C:8]2[CH3:16])[CH:6]=[CH:5][CH:4]=[CH:3][CH:2]=1.[Se](=O)=[O:18]>O1CCOCC1>[C:1]1([N:7]2[C:11]3[CH:12]=[CH:13][CH:14]=[CH:15][C:10]=3[N:9]=[C:8]2[CH:16]=[O:18])[CH:2]=[CH:3][CH:4]=[CH:5][CH:6]=1. Reported procedure: To a solution of 5.0 g (0.024 mole) of 1-phenyl-2methylbenzimidazole in 200 ml of dioxane was added 2.66 g (0.024 mole) of selenium dioxide and the reaction heated to reflux for 7 hours. The solids were filtered and the filtrate concentrated to a brown oil. The residue was chromatographed on 200 g of silica gel using 7% ethyl acetate in chloroform as the eluent to give 2.68 g of purified product. Run in O1CCOCC1 (dioxane). Yields the product C1(=CC=CC=C1)N1C(=NC2=C1C=CC=C2)C=O (1-phenylbenzimidazole-2-carboxaldehyde). Isolated yield 50.2%. The reactants are ClC=1C=C2N=C3C=CC(=CC3=C(C2=CC1)Cl)OC (6,9dichloro-2-methoxyacridine), CC(C)(C#C)O (2-methyl-3-butyn-2-ol), cuprous iodide. Reagents/catalysts: Cl[Pd]([P](C1=CC=CC=C1)(C2=CC=CC=C2)C3=CC=CC=C3)([P](C4=CC=CC=C4)(C5=CC=CC=C5)C6=CC=CC=C6)Cl (dichlorobis(triphenylphosphine)palladium). Solvent: C(C)N(CC)CC (triethylamine), CN(C=O)C (dimethylformamide), C([O-])([O-])=O.[K+].[K+] (potassium carbonate). Product: CC(C)(C#CC=1C2=CC=C(C=C2N=C2C=CC(=CC12)OC)Cl)O (2-methyl-4-(6-chloro-2-methoxy-9-acridinyl)-3-butyn-2-ol). As a reaction SMILES: [Cl:1][C:2]1[CH:3]=[C:4]2[C:13](=[CH:14][CH:15]=1)[C:12](Cl)=[C:11]1[C:6]([CH:7]=[CH:8][C:9]([O:17][CH3:18])=[CH:10]1)=[N:5]2.[CH3:19][C:20]([OH:24])([C:22]#[CH:23])[CH3:21]>C(N(CC)CC)C.CN(C)C=O.C(=O)([O-])[O-].[K+].[K+].Cl[Pd](Cl)([P](C1C=CC=CC=1)(C1C=CC=CC=1)C1C=CC=CC=1)[P](C1C=CC=CC=1)(C1C=CC=CC=1)C1C=CC=CC=1>[CH3:19][C:20]([OH:24])([C:22]#[C:23][C:12]1[C:13]2[C:4]([N:5]=[C:6]3[C:11]=1[CH:10]=[C:9]([O:17][CH3:18])[CH:8]=[CH:7]3)=[CH:3][C:2]([Cl:1])=[CH:15][CH:14]=2)[CH3:21] |f:4.5.6,^1:45,64|. Procedure: A mixture of 6,9dichloro-2-methoxyacridine (3.5 g, 12.6 mmol), 2-methyl-3-butyn-2-ol (1.27 g, 15 mmol), dichlorobis(triphenylphosphine)palladium (100 mg), and cuprous iodide (25 mg) in triethylamine (35 mL) and dimethylformamide (20 mL) was heated at 90° for 12 h. The mixture was cooled and diluted with aqueous potassium carbonate to give the title compound. MS(ES) m/e 326.2 (M+H)+. Reactants: ClC1=CC=C(C=C1)CCN1CCN(CC1)C(C1=CC(=CC(=C1)OC(C)=O)OC(C)=O)=O (1-[2-(4-chlorophenyl)-ethyl]-4-(3,5-diacetoxybenzoyl)-piperazine), [OH-].[Na+] (NaOH), C(Cl)Cl (CH2Cl2), C(C)(=O)O (acetic acid). Run in CO (methanol), O (H2O). The product is ClC1=CC=C(C=C1)CCN1CCN(CC1)C(C1=CC(=CC(=C1)O)O)=O (1-[2-(4-chlorophenyl)-ethyl]-4-(3,5-dihydroxybenzoyl)piperazine). RXN SMILES: [Cl:1][C:2]1[CH:7]=[CH:6][C:5]([CH2:8][CH2:9][N:10]2[CH2:15][CH2:14][N:13]([C:16](=[O:31])[C:17]3[CH:22]=[C:21]([O:23]C(=O)C)[CH:20]=[C:19]([O:27]C(=O)C)[CH:18]=3)[CH2:12][CH2:11]2)=[CH:4][CH:3]=1.[OH-].[Na+].C(O)(=O)C.C(Cl)Cl>CO.O>[Cl:1][C:2]1[CH:7]=[CH:6][C:5]([CH2:8][CH2:9][N:10]2[CH2:15][CH2:14][N:13]([C:16](=[O:31])[C:17]3[CH:18]=[C:19]([OH:27])[CH:20]=[C:21]([OH:23])[CH:22]=3)[CH2:12][CH2:11]2)=[CH:4][CH:3]=1 |f:1.2|. Procedure: A solution of 1-[2-(4-chlorophenyl)-ethyl]-4-(3,5-diacetoxybenzoyl)-piperazine in 500 ml of methanol stirred with 285 ml of 1N NaOH for 16 hours at 20°. The reaction mixture is diluted with H2O and the pH is adjusted to 6 with acetic acid. The resulting oily precipitate is stirred with CH2Cl2 and filtered with suction. Crystallisation from ethanol yields 1-[2-(4-chlorophenyl)-ethyl]-4-(3,5-dihydroxybenzoyl)piperazine having a melting point of 217°-221°.